Dataset: the Open Reaction Database (ORD), a public repository of structured organic reaction records. Task: describe an organic reaction: reactants, conditions, products, and yield Starting materials: O=C([O-])[O-], CC(C)=O, Cl, [K+], [K+], COC(=O)c1ccc(Nc2nc(NCCCCCCCCCCN)nc(OCC(F)(F)F)n2)cc1, O. Product: NCCCCCCCCCCNc1nc(Nc2ccc(C(=O)O)cc2)nc(OCC(F)(F)F)n1. RXN SMILES: [C:36](=[O:37])([O-:38])[O-:39].[CH3:43][C:44](=[O:45])[CH3:46].[ClH:42].[K+:40].[K+:41].[NH2:1][CH2:2][CH2:3][CH2:4][CH2:5][CH2:6][CH2:7][CH2:8][CH2:9][CH2:10][CH2:11][NH:12][c:13]1[n:14][c:15]([NH:25][c:26]2[cH:27][cH:28][c:29]([C:30](=[O:31])[O:32][CH3:33])[cH:34][cH:35]2)[n:16][c:17]([O:19][CH2:20][C:21]([F:22])([F:23])[F:24])[n:18]1.[OH2:47]>>[NH2:1][CH2:2][CH2:3][CH2:4][CH2:5][CH2:6][CH2:7][CH2:8][CH2:9][CH2:10][CH2:11][NH:12][c:13]1[n:14][c:15]([NH:25][c:26]2[cH:27][cH:28][c:29]([C:30](=[O:31])[OH:32])[cH:34][cH:35]2)[n:16][c:17]([O:19][CH2:20][C:21]([F:22])([F:23])[F:24])[n:18]1. Yield: 73.0%. Reaction SMILES: CON=[CH:4][CH2:5][N:6]1[CH2:10][CH2:9][O:8][C:7]1=[O:11].[CH2:12]([NH2:15])[CH2:13][NH2:14].[CH3:16]COCC>C(O)C>[NH:14]1[CH2:13][CH2:12][N:15]=[C:16]1[CH2:4][CH2:5][N:6]1[CH2:10][CH2:9][O:8][C:7]1=[O:11]. Product: N1C(=NCC1)CCN1C(OCC1)=O (N-[2-(4,5-Dihydroimidazolyl)ethyl]oxazolidinone). Reported procedure: A mixture of 25.8 g (0.15 mol) of N-[2-(methoxyimino)ethyl]oxazolidinone 22 and 9 g (0.15 mol) of ethylenediamine in 50 mL of absolute ethanol was refluxed for 30 min. After cooling to room temperature, the mixture was treated with ether until crystals separated and then was refrigerated for 3 days. The colorless crystals were filtered and dried to give 19.9 g (73%) of 23: mp 118°-123° C.; 1H NMR (CDCl3) δ 2.54 (t, 2, --CH2 --C(=N) 3.57 (s, 4, =NCH2CH2 --NH), 3.62 (m, 4, --CH2NCH2), 4.32 (m, 2, ... Solvent: C(C)O (ethanol). Conditions: time 3 day. The reactants are CON=CCN1C(OCC1)=O (N-[2-(methoxyimino)ethyl]oxazolidinone), C(CN)N (ethylenediamine), CCOCC (ether). The reactants are COc1ccc2c(c1)OCC(c1ccccc1)C2c1ccc(OCCN2CCCCC2)cc1, Cl, c1ccncc1. Yields the product Oc1ccc2c(c1)OCC(c1ccccc1)C2c1ccc(OCCN2CCCCC2)cc1. RXN SMILES: [CH3:1][O:2][c:3]1[cH:4][cH:5][c:6]2[c:11]([cH:12]1)[O:10][CH2:9][CH:8]([c:13]1[cH:14][cH:15][cH:16][cH:17][cH:18]1)[CH:7]2[c:19]1[cH:20][cH:21][c:22]([O:25][CH2:26][CH2:27][N:28]2[CH2:29][CH2:30][CH2:31][CH2:32][CH2:33]2)[cH:23][cH:24]1.[ClH:34].[n:35]1[cH:36][cH:37][cH:38][cH:39][cH:40]1>>[OH:2][c:3]1[cH:4][cH:5][c:6]2[c:11]([cH:12]1)[O:10][CH2:9][CH:8]([c:13]1[cH:14][cH:15][cH:16][cH:17][cH:18]1)[CH:7]2[c:19]1[cH:20][cH:21][c:22]([O:25][CH2:26][CH2:27][N:28]2[CH2:29][CH2:30][CH2:31][CH2:32][CH2:33]2)[cH:23][cH:24]1. The reactants are OC1=C(C(=NC2=C(C=CC=C12)C(F)(F)F)C1=CC=CC=C1)C(=O)OCC (ethyl 4-hydroxy-2-phenyl-8-trifluoromethyl-quinoline-3-carboxylate), Be sodium hydroxide. Solvent: C(C)O (ethanol). Product: OC1=C(C(=NC2=C(C=CC=C12)C(F)(F)F)C1=CC=CC=C1)C(=O)O (4-hydroxy-2-phenyl-8-trifluoromethyl-quinoline-3-carboxylic acid). Isolated yield 77.7%. RXN SMILES: [OH:1][C:2]1[C:11]2[C:6](=[C:7]([C:12]([F:15])([F:14])[F:13])[CH:8]=[CH:9][CH:10]=2)[N:5]=[C:4]([C:16]2[CH:21]=[CH:20][CH:19]=[CH:18][CH:17]=2)[C:3]=1[C:22]([O:24]CC)=[O:23]>C(O)C>[OH:1][C:2]1[C:11]2[C:6](=[C:7]([C:12]([F:15])([F:13])[F:14])[CH:8]=[CH:9][CH:10]=2)[N:5]=[C:4]([C:16]2[CH:21]=[CH:20][CH:19]=[CH:18][CH:17]=2)[C:3]=1[C:22]([OH:24])=[O:23]. Reported procedure: Using the procedure of Step E of Example 6, 12.64 g of the product of Step D in 35 ml of 36° Be sodium hydroxide and 70 ml of 95% ethanol were refluxed for 51/2 hours to obtain 9.06 g of 4-hydroxy-2-phenyl-8-trifluoromethyl-quinoline-3-carboxylic acid melting at 204° C which was used as is for the next step. Reactants: ClCCl, CC(N)=O, CC(=O)O, CC(=O)OC(C)=O, C#CC(O)(c1ccccc1)C1CCC1, [K+], [OH-], O. Product: CC(=O)C(O)(c1ccccc1)C1CCC1. Reaction SMILES: [CH2:32]([Cl:33])[Cl:34].[CH3:15][C:16]([NH2:17])=[O:18].[CH3:21][C:22](=[O:23])[OH:24].[CH3:25][C:26]([O:27][C:28](=[O:29])[CH3:30])=[O:31].[CH:1]1([C:5]([C:6]#[CH:7])([c:8]2[cH:9][cH:10][cH:11][cH:12][cH:13]2)[OH:14])[CH2:2][CH2:3][CH2:4]1.[K+:20].[OH-:19].[OH2:35]>>[CH:1]1([C:5]([C:6]([CH3:7])=[O:18])([c:8]2[cH:9][cH:10][cH:11][cH:12][cH:13]2)[OH:14])[CH2:2][CH2:3][CH2:4]1. Starting materials: C(C)N(C=1C=C(C=CC1)O)CC (3-(diethylamino)phenol), OC=1C=C(C(=O)OC)C=CC1 (methyl 3-hydroxybenzoate), N (NH3). Yields the product C(C)N(C=1C=C(OCCCC(OC=2C=CC=C3C=CC(=NC23)N)C)C=CC1)CC (8-(4-(3-(diethylamino)phenoxy)-1-methylbutoxy)quinolin-2-amine). Reaction SMILES: [CH2:1]([N:3]([CH2:11][CH3:12])[C:4]1[CH:5]=[C:6]([OH:10])[CH:7]=[CH:8][CH:9]=1)[CH3:2].[OH:13][C:14]1[CH:15]=[C:16]([CH:21]=[CH:22][CH:23]=1)[C:17](OC)=O.[NH3:24]>>[CH2:11]([N:3]([CH2:1][CH3:2])[C:4]1[CH:5]=[C:6]([CH:7]=[CH:8][CH:9]=1)[O:10][CH2:8][CH2:9][CH2:4][CH:5]([CH3:6])[O:13][C:14]1[CH:23]=[CH:22][CH:21]=[C:16]2[C:15]=1[N:24]=[C:1]([NH2:3])[CH:2]=[CH:17]2)[CH3:12]. Procedure details: The title compound was prepared according to the procedure described in Example 92 substituting 3-(diethylamino)phenol for methyl 3-hydroxybenzoate. 1H NMR (500 MHz, CDCl3) δ ppm 7.97 (d, 1H), 7.32 (t, 1H), 7.28 (m, 1H), 7.21 (dd, 1H), 7.15 (d, 1H), 7.06 (d, 1H), 6.90 (m, 2H), 6.74 (m, 1H), 4.69 (m, 1H), 4.11 (m, 1H), 4.05 (m, 1H), 3.49 (m, 4H), 2.21 (m, 1H), 2.08 (m, 1H), 1.93 (m, 2H), 1.46 (d, 3H), 1.11 (t, 6H); MS (DCI/NH3) m/z 394 [M+H]+. Starting materials: CCOC(=O)CC1(O)CCc2ccc(F)cc21, Cc1ccccc1, [Ca+2], [Cl-], [Cl-]. Product: CCOC(=O)CC1=CCc2ccc(F)cc21. RXN SMILES: [CH2:1]([CH3:2])[O:3][C:4]([CH2:5][C:6]1([OH:16])[CH2:7][CH2:8][c:9]2[cH:10][cH:11][c:12]([F:15])[cH:13][c:14]21)=[O:17].[CH3:21][c:22]1[cH:23][cH:24][cH:25][cH:26][cH:27]1.[Ca+2:19].[Cl-:18].[Cl-:20]>>[CH2:1]([CH3:2])[O:3][C:4]([CH2:5][C:6]1=[CH:7][CH2:8][c:9]2[cH:10][cH:11][c:12]([F:15])[cH:13][c:14]21)=[O:17]. The solvent is CC(=O)O (HOAc). Procedure: 1,6-Dihydro-1.2-dimethyl-5-propyl-6-[(2'-{N-triphenylmethyltetrazol-5-yl}{1,1'-biphenyl}-4-yl)-methyl]imidazo[4,5-d]imidazole prepared as described above in Step F can be deblocked with aqueous HOAc at 50° C. as described for a related procedure (see Example 11, Step F) to give the title compound. Product: CN1C(=NC2=C1N(C(=N2)CCC)CC2=CC=C(C=C2)C2=C(C=CC=C2)C2=NN=NN2)C (1,6-Dihydro-1,2-dimethyl-5-propyl-6-[(2'-{1H-t etrazol-5-yl}{1,1'-biphenyl}-4-yl)methyl]-imidazo[4,5-d]-imidazole). Reactants: CN1C(=NC2=C1N(C(=N2)CCC)CC2=CC=C(C=C2)C2=C(C=CC=C2)C2=NN=NN2C(C2=CC=CC=C2)(C2=CC=CC=C2)C2=CC=CC=C2)C (1,6-Dihydro-1.2-dimethyl-5-propyl-6-[(2'-{N-triphenylmethyltetrazol-5-yl}{1,1'-biphenyl}-4-yl)-methyl]imidazo[4,5-d]imidazole). Reaction SMILES: [CH3:1][N:2]1[C:6]2[N:7]([CH2:13][C:14]3[CH:19]=[CH:18][C:17]([C:20]4[CH:25]=[CH:24][CH:23]=[CH:22][C:21]=4[C:26]4[N:30](C(C5C=CC=CC=5)(C5C=CC=CC=5)C5C=CC=CC=5)[N:29]=[N:28][N:27]=4)=[CH:16][CH:15]=3)[C:8]([CH2:10][CH2:11][CH3:12])=[N:9][C:5]=2[N:4]=[C:3]1[CH3:50]>CC(O)=O>[CH3:1][N:2]1[C:6]2[N:7]([CH2:13][C:14]3[CH:15]=[CH:16][C:17]([C:20]4[CH:25]=[CH:24][CH:23]=[CH:22][C:21]=4[C:26]4[NH:30][N:29]=[N:28][N:27]=4)=[CH:18][CH:19]=3)[C:8]([CH2:10][CH2:11][CH3:12])=[N:9][C:5]=2[N:4]=[C:3]1[CH3:50].